Dataset: the Open Reaction Database (ORD), a public repository of structured organic reaction records. Task: describe an organic reaction: reactants, conditions, products, and yield Product: O=C(O)CCSC1c2cccc(O)c2C(=O)c2c(O)cccc21. Starting materials: O=C1c2c(O)cccc2C(Br)c2cccc(O)c21, ClCCl, O=C(O)CCS. As a reaction SMILES: [Br:1][CH:2]1[c:3]2[cH:4][cH:5][cH:6][c:7]([OH:18])[c:8]2[C:9](=[O:17])[c:10]2[c:11]([OH:16])[cH:12][cH:13][cH:14][c:15]21.[Cl:25][CH2:26][Cl:27].[SH:19][CH2:20][CH2:21][C:22](=[O:23])[OH:24]>>[CH:2]1([S:19][CH2:20][CH2:21][C:22](=[O:23])[OH:24])[c:3]2[cH:4][cH:5][cH:6][c:7]([OH:18])[c:8]2[C:9](=[O:17])[c:10]2[c:11]([OH:16])[cH:12][cH:13][cH:14][c:15]21. Starting materials: N1C(C2(C3=CC=CC=C13)COC1=CC3=C(OCCO3)C=C12)=O (2,3-dihydrospiro[furo[2,3-g][1,4]benzodioxine-8,3′-indol]-2′(1′H)-one), BrCCCCC (1-bromopentane), N1C([C@]2(C3=CC=CC=C13)COC1=CC3=C(OCCO3)C=C12)=O ((S)-2,3-dihydrospiro[furo[2,3-g][1,4]benzodioxine-8,3′-indol]-2′(1′H)-one), ClCC1=NON=C1C (3-(chloromethyl)-4-methyl-1,2,5-oxadiazole). The product is CC=1C(=NON1)CN1C(C2(C3=CC=CC=C13)COC1=CC3=C(OCCO3)C=C12)=O (1′-[(4-methyl-1,2,5-oxadiazol-3-yl)methyl]-2,3-dihydrospiro[furo[2,3-g][1,4]benzodioxine-8,3′-indol]-2′(1′H)-one). RXN SMILES: [NH:1]1[C:9]2[C:4](=[CH:5][CH:6]=[CH:7][CH:8]=2)[C:3]2([C:21]3[C:12](=[CH:13][C:14]4[O:19][CH2:18][CH2:17][O:16][C:15]=4[CH:20]=3)[O:11][CH2:10]2)[C:2]1=[O:22].N1C2C(=CC=CC=2)[C@@]2(C3C(=CC4OCCOC=4C=3)OC2)C1=O.Cl[CH2:46][C:47]1[C:51]([CH3:52])=[N:50][O:49][N:48]=1.BrCCCCC>>[CH3:52][C:51]1[C:47]([CH2:46][N:1]2[C:9]3[C:4](=[CH:5][CH:6]=[CH:7][CH:8]=3)[C:3]3([C:21]4[C:12](=[CH:13][C:14]5[O:19][CH2:18][CH2:17][O:16][C:15]=5[CH:20]=4)[O:11][CH2:10]3)[C:2]2=[O:22])=[N:48][O:49][N:50]=1. Procedure: Following the procedure as described in EXAMPLE 7.3 and making non-critical variations using 2,3-dihydrospiro[furo[2,3-g][1,4]benzodioxine-8,3′-indol]-2′(1′H)-one to replace (S)-2,3-dihydrospiro[furo[2,3-g][1,4]benzodioxine-8,3′-indol]-2′(1′H)-one, and 3-(chloromethyl)-4-methyl-1,2,5-oxadiazole to replace 1-bromopentane, 1′-[(4-methyl-1,2,5-oxadiazol-3-yl)methyl]-2,3-dihydrospiro[furo[2,3-g][1,4]benzodioxine-8,3′-indol]-2′(1′H)-one was obtained (69%) as a colorless solid: 1H NMR (300 MHz, DMSO-d... Reactants: ClC1=CC=C(S1)C(=O)O (5-chlorothiophene-2-carboxylic acid), NC1CN(CC1O)C(=O)OC(C)(C)C (tert. Butyl (3SR,4SR)-3-amino-4-hydroxy-pyrrolidine-1-carboxylate), O (water), CN(C)C(=[N+](C)C)ON1C2=C(C=CC=C2)N=N1.[B-](F)(F)(F)F (TBTU), TEA. The solvent is C(Cl)Cl (DCM), C(Cl)Cl (DCM). Conditions: time 30 minute. Yields the product ClC1=CC=C(S1)C(=O)NC1CN(CC1O)C(=O)OC(C)(C)C (tert. Butyl (3SR,4SR)-3-[(5-chloro-thiophene-2-carbonyl)-amino]-4-hydroxy-pyrrolidine-1-carboxylate). As a reaction SMILES: [Cl:1][C:2]1[S:6][C:5]([C:7]([OH:9])=O)=[CH:4][CH:3]=1.CN(C(ON1N=NC2C=CC=CC1=2)=[N+](C)C)C.[B-](F)(F)(F)F.[NH2:32][CH:33]1[CH:37]([OH:38])[CH2:36][N:35]([C:39]([O:41][C:42]([CH3:45])([CH3:44])[CH3:43])=[O:40])[CH2:34]1.O>C(Cl)Cl>[Cl:1][C:2]1[S:6][C:5]([C:7]([NH:32][CH:33]2[CH:37]([OH:38])[CH2:36][N:35]([C:39]([O:41][C:42]([CH3:45])([CH3:44])[CH3:43])=[O:40])[CH2:34]2)=[O:9])=[CH:4][CH:3]=1 |f:1.2|. Reported procedure: 201 mg (1.2 mmol) 5-chlorothiophene-2-carboxylic acid and 436 mg (1.4 mmol) TBTU are suspended in 5 ml DCM and combined with 260 μl (1.9 mmol) TEA. The mixture is stirred for 30 minutes and then a solution of 250 mg (1.2 mmol) tert. Butyl (3SR,4SR)-3-amino-4-hydroxy-pyrrolidine-1-carboxylate in 5 ml DCM is added and the mixture is stirred for 16 hours at RT. Then the reaction mixture is poured into water and extracted with DCM. The organic phase is washed with sat. sodium chloride solution and, ...